Dataset: the Open Reaction Database (ORD), a public repository of structured organic reaction records. Task: describe an organic reaction: reactants, conditions, products, and yield Reactants: CC[Mg+].[Br-] (EtMgBr), COC(=O)C1=NN(C(=C1)C=1SC(=CC1)C1=CC(=CC=C1)S(=O)(=O)C)C1=C(C=CC=C1)Cl (1-(2-chloro-phenyl)-5-[5-(3-methanesulfonyl-phenyl)-thiophen-2-yl]-1H-pyrazole-3-carboxylic acid methyl ester), [NH4+].[Cl-] (NH4Cl). Reagents/catalysts: CC(C)O[Ti](OC(C)C)(OC(C)C)OC(C)C (Ti(OiPr)4). Solvent: C1CCOC1 (THF), C1CCOC1 (THF). Conditions: time 2 hour. Product: ClC1=C(C=CC=C1)N1N=C(C=C1C=1SC(=CC1)C1=CC(=CC=C1)S(=O)(=O)C)C1(CC1)O (1-[1-(2-chlorophenyl)-5-{5-[3-(methylsulfonyl)phenyl]-2-thienyl}-1H-pyrazol-3-yl]cyclopropanol). Isolated yield 0.1%. Reaction SMILES: [CH3:1][CH2:2][Mg+].[Br-].CO[C:7]([C:9]1[CH:13]=[C:12]([C:14]2[S:15][C:16]([C:19]3[CH:24]=[CH:23][CH:22]=[C:21]([S:25]([CH3:28])(=[O:27])=[O:26])[CH:20]=3)=[CH:17][CH:18]=2)[N:11]([C:29]2[CH:34]=[CH:33][CH:32]=[CH:31][C:30]=2[Cl:35])[N:10]=1)=[O:8].[NH4+].[Cl-]>C1COCC1.CC(O[Ti](OC(C)C)(OC(C)C)OC(C)C)C>[Cl:35][C:30]1[CH:31]=[CH:32][CH:33]=[CH:34][C:29]=1[N:11]1[C:12]([C:14]2[S:15][C:16]([C:19]3[CH:24]=[CH:23][CH:22]=[C:21]([S:25]([CH3:28])(=[O:27])=[O:26])[CH:20]=3)=[CH:17][CH:18]=2)=[CH:13][C:9]([C:7]2([OH:8])[CH2:2][CH2:1]2)=[N:10]1 |f:0.1,3.4|. Reported procedure: A solution of EtMgBr in THF (1.0M, 11 mL) was added dropwise at it to a stirred solution of 1-(2-chloro-phenyl)-5-[5-(3-methanesulfonyl-phenyl)-thiophen-2-yl]-1H-pyrazole-3-carboxylic acid methyl ester (950 mg, 2 mmol) and Ti(OiPr)4 (0.7 mL, 2.4 mmol) in anhydrous THF (50 mL) under N2. The resulting dark mixture was stirred at it for 2 h. At 0° C. aqueous NH4Cl solution was added, extracted with Et2O. The combined extracts were washed with brine, dried over Na2SO4, and evaporated in vacuo. The c... Reactants: C1(=CC=C(C=C1)S(=O)O)C (p-toluenesulphinic acid), ClC=1C=C(C(=CC1)O)O (4-chloro-1,2-benzenediol). Yields the product ClC=1C(=C(C(=CC1)O)O)S(=O)(=O)C1=CC=C(C=C1)C (4-chloro-(4-methylphenylsulphonyl)-1,2-benzenediol). RXN SMILES: [C:1]1([CH3:10])[CH:6]=[CH:5][C:4]([S:7]([OH:9])=[O:8])=[CH:3][CH:2]=1.[Cl:11][C:12]1[CH:13]=[C:14]([OH:19])[C:15]([OH:18])=[CH:16][CH:17]=1>>[Cl:11][C:12]1[C:13]([S:7]([C:4]2[CH:5]=[CH:6][C:1]([CH3:10])=[CH:2][CH:3]=2)(=[O:9])=[O:8])=[C:14]([OH:19])[C:15]([OH:18])=[CH:16][CH:17]=1. Procedure: In a manner analogous to that described in Example 5a), p-toluenesulphinic acid is oxidatively condensed with 4-chloro-1,2-benzenediol. On recrystallisation from 1,2-dichloroethane, 4-chloro-(4-methylphenylsulphonyl)-1,2-benzenediol is obtained in the form of colourless crystals having a melting point of 162°-164°. Starting materials: NS(=O)(=O)N1[C@@H](CN(CC1)C(=O)OC(C)(C)C)C (tert-butyl (3R)-4-(aminosulfonyl)-3-methylpiperazine-1-carboxylate), product, C1(CCCCC1)P(C1=C(C=CC=C1)C1=C(C=C(C=C1C(C)C)C(C)C)C(C)C)C1CCCCC1 (2-dicyclohexylphosphino-2′,4′,6′-tri-isopropyl-1,1′-biphenyl), C([O-])([O-])=O.[Cs+].[Cs+] (cesium carbonate), ClC1=NC(=NC(=C1)OC)SCC1=C(C(=CC=C1)F)F (4-Chloro-2-[[(2,3-difluorophenyl)methyl]thio]-6-methoxypyrimidine), ClC1=NC(=NC(=C1)OC)SCC1=C(C(=CC=C1)F)F (4-Chloro-2-[[(2,3-difluorophenyl)methyl]thio]-6-methoxypyrimidine). Reagents/catalysts: C=1C=CC(=CC1)/C=C/C(=O)/C=C/C2=CC=CC=C2.C=1C=CC(=CC1)/C=C/C(=O)/C=C/C2=CC=CC=C2.C=1C=CC(=CC1)/C=C/C(=O)/C=C/C2=CC=CC=C2.[Pd].[Pd] (tris(dibenzylideneacetone)dipalladium). The solvent is O1CCOCC1 (dioxane). Run at temperature 100 celsius. Product: FC1=C(CSC2=NC(=CC(=N2)NS(=O)(=O)N2[C@@H](CN(CC2)C(=O)OC(C)(C)C)C)OC)C=CC=C1F (tert-Butyl (3R)-4-[({2-[(2,3-difluorobenzyl)thio]-6-methoxypyrimidin-4-yl}amino)sulfonyl]-3-methylpiperazine-1-carboxylate). Reaction SMILES: [NH2:1][S:2]([N:5]1[CH2:10][CH2:9][N:8]([C:11]([O:13][C:14]([CH3:17])([CH3:16])[CH3:15])=[O:12])[CH2:7][C@H:6]1[CH3:18])(=[O:4])=[O:3].C1(P(C2CCCCC2)C2C=CC=CC=2C2C(C(C)C)=CC(C(C)C)=CC=2C(C)C)CCCCC1.C(=O)([O-])[O-].[Cs+].[Cs+].Cl[C:60]1[CH:65]=[C:64]([O:66][CH3:67])[N:63]=[C:62]([S:68][CH2:69][C:70]2[CH:75]=[CH:74][CH:73]=[C:72]([F:76])[C:71]=2[F:77])[N:61]=1>O1CCOCC1.C1C=CC(/C=C/C(/C=C/C2C=CC=CC=2)=O)=CC=1.C1C=CC(/C=C/C(/C=C/C2C=CC=CC=2)=O)=CC=1.C1C=CC(/C=C/C(/C=C/C2C=CC=CC=2)=O)=CC=1.[Pd].[Pd]>[F:77][C:71]1[C:72]([F:76])=[CH:73][CH:74]=[CH:75][C:70]=1[CH2:69][S:68][C:62]1[N:61]=[C:60]([NH:1][S:2]([N:5]2[CH2:10][CH2:9][N:8]([C:11]([O:13][C:14]([CH3:17])([CH3:16])[CH3:15])=[O:12])[CH2:7][C@H:6]2[CH3:18])(=[O:3])=[O:4])[CH:65]=[C:64]([O:66][CH3:67])[N:63]=1 |f:2.3.4,7.8.9.10.11|. Procedure: A mixture of tert-butyl (3R)-4-(aminosulfonyl)-3-methylpiperazine-1-carboxylate ((the product from step 0.554 g), tris(dibenzylideneacetone)dipalladium (0) (50 mg), 2-dicyclohexylphosphino-2′,4′,6′-tri-isopropyl-1,1′-biphenyl (XPHOS) (50 mg), cesium carbonate (0.429 g) and 4-Chloro-2-[[(2,3-difluorophenyl)methyl]thio]-6-methoxypyrimidine (the product from example 35 step i), 0.400 g) in dioxane (20 ml) was heated at reflux in a microwave at 100° C., 300 W, open vessel with cooling for 60 mins. T... Reactants: C(C)(C)(C)[SiH2]OC([C@H](CCN1CC(C1)OC1=CC=C(C=C1)Cl)N(C(=O)NC1=CC(=CC(=C1)OC)OC)C)(C1=CC=CC=C1)C1=CC=CC=C1 (1-{(S)-1-(tert-Butyl-diphenyl-silanyloxymethyl)-3-[3-(4-chloro-phenoxy)-azetidin-1-yl]-propyl}-3-(3,5-dimethoxy-phenyl)-1-methyl-urea), COC=1C=C(C=C(C1)OC)NC(=O)N[C@@H](CCN1CC(C1)C(C1=CC=C(C=C1)F)=O)CO (1-(3,5-Dimethoxy-phenyl)-3-{(S)-3-[3-(4-fluoro-benzoyl)-azetidin-1-yl]-1-hydroxymethyl-propyl}-urea). The product is ClC1=CC=C(OC2CN(C2)CC[C@@H](CO)NC(N(C)C2=CC(=CC(=C2)OC)OC)=O)C=C1 (3-{(S)-3-[3-(4-Chloro-phenoxy)-azetidin-1-yl]-1-hydroxymethyl-propyl}-1-(3,5-dimethoxy-phenyl)-1-methyl-urea). RXN SMILES: C([SiH2][O:6][C:7](C1C=CC=CC=1)(C1C=CC=CC=1)[C@@H:8]([N:23](C)[C:24]([NH:26][C:27]1[CH:32]=[C:31]([O:33][CH3:34])[CH:30]=[C:29]([O:35][CH3:36])[CH:28]=1)=[O:25])[CH2:9][CH2:10][N:11]1[CH2:14][CH:13]([O:15][C:16]2[CH:21]=[CH:20][C:19]([Cl:22])=[CH:18][CH:17]=2)[CH2:12]1)(C)(C)C.[CH3:50]OC1C=C(NC(N[C@H](CO)CCN2CC(C(=O)C3C=CC(F)=CC=3)C2)=O)C=C(OC)C=1>>[Cl:22][C:19]1[CH:20]=[CH:21][C:16]([O:15][CH:13]2[CH2:12][N:11]([CH2:10][CH2:9][C@H:8]([NH:23][C:24](=[O:25])[N:26]([C:27]3[CH:32]=[C:31]([O:33][CH3:34])[CH:30]=[C:29]([O:35][CH3:36])[CH:28]=3)[CH3:50])[CH2:7][OH:6])[CH2:14]2)=[CH:17][CH:18]=1. Reported procedure: 1-{(S)-1-(tert-Butyl-diphenyl-silanyloxymethyl)-3-[3-(4-chloro-phenoxy)-azetidin-1-yl]-propyl}-3-(3,5-dimethoxy-phenyl)-1-methyl-urea is deprotected in the same manner as 1-(3,5-Dimethoxy-phenyl)-3-{(S)-3-[3-(4-fluoro-benzoyl)-azetidin-1-yl]-1-hydroxymethyl-propyl}-urea in Example 34 to afford 3-{(S)-3-[3-(4-Chloro-phenoxy)-azetidin-1-yl]-1-hydroxymethyl-propyl}-1-(3,5-dimethoxy-phenyl)-1-methyl-urea. [M+H] 463.5 Product: FC(C(=O)NCCO)(C)F (2,2-Difluoro-N-(2-hydroxy-ethyl)-propionamide). As a reaction SMILES: C(O[C:4](=[O:9])[C:5]([F:8])([F:7])[CH3:6])C.[CH2:10]([CH2:12][NH2:13])[OH:11]>>[F:8][C:5]([F:7])([CH3:6])[C:4]([NH:13][CH2:12][CH2:10][OH:11])=[O:9]. Reactants: C(C)OC(C(C)(F)F)=O (2,2-Difluoro-propionic acid ethyl ester), C(O)CN (ethanolamine). Reported procedure: 2,2-Difluoro-propionic acid ethyl ester I-3a (10.1 g, 70 mmol) was added dropwise to stirred, cooled (0° C.) ethanolamine (4.4 ml, 70 mmol) and the resulting solution was allowed to stir at ambient temperature for 4 hours. Concentration of the reaction mixture in vacuo afforded the title compound (I-3b) as a solid, 11.2 g.